This data is from the Open Reaction Database (ORD), a public repository of structured organic reaction records. The task is: describe an organic reaction: reactants, conditions, products, and yield Starting materials: COc1cc(C=CC(=O)NC2CCC(C)CC2)ccc1OCCCCl, CNC, CC(=O)CC(C)C. Yields the product COc1cc(C=CC(=O)NC2CCC(C)CC2)ccc1OCCCN(C)C. As a reaction SMILES: [CH3:1][CH:2]1[CH2:3][CH2:4][CH:5]([NH:8][C:9]([CH:10]=[CH:11][c:12]2[cH:13][c:14]([O:23][CH3:24])[c:15]([O:18][CH2:19][CH2:20][CH2:21][Cl:22])[cH:16][cH:17]2)=[O:25])[CH2:6][CH2:7]1.[CH3:26][NH:27][CH3:28].[CH3:29][C:30]([CH2:31][CH:32]([CH3:33])[CH3:34])=[O:35]>>[CH3:1][CH:2]1[CH2:3][CH2:4][CH:5]([NH:8][C:9]([CH:10]=[CH:11][c:12]2[cH:13][c:14]([O:23][CH3:24])[c:15]([O:18][CH2:19][CH2:20][CH2:21][N:27]([CH3:26])[CH3:28])[cH:16][cH:17]2)=[O:25])[CH2:6][CH2:7]1. The reactants are COc1ccc(CC(=O)O)cc1, Cc1c(O)ccc(Cl)c1O. The product is COc1ccc(CC(=O)c2cc(Cl)c(O)c(C)c2O)cc1. Reaction SMILES: [CH3:11][O:12][c:13]1[cH:14][cH:15][c:16]([CH2:19][C:20](=[O:21])[OH:22])[cH:17][cH:18]1.[Cl:1][c:2]1[c:3]([OH:10])[c:4]([CH3:9])[c:5]([OH:8])[cH:6][cH:7]1>>[Cl:1][c:2]1[c:3]([OH:10])[c:4]([CH3:9])[c:5]([OH:8])[c:6]([C:20]([CH2:19][c:16]2[cH:15][cH:14][c:13]([O:12][CH3:11])[cH:18][cH:17]2)=[O:21])[cH:7]1. Reactants: CCOC(C)=O, COC(=O)CNC(=O)c1cc(Cl)c(Oc2ccncc2C(=O)N2CCN(C3CC3)c3ccccc32)cc1Cl, COC(=O)CCC(N)CCC(=O)OC, CCCCCCC. The product is COC(=O)CCC(CCC(=O)OC)NC(=O)c1cc(Cl)c(Oc2ccncc2C(=O)N2CCN(C3CC3)c3ccccc32)cc1Cl. As a reaction SMILES: [C:53]([O:54][CH2:55][CH3:56])(=[O:57])[CH3:58].[CH3:1][O:2][C:3](=[O:4])[CH2:38][NH:5][C:6]([c:7]1[c:8]([Cl:36])[cH:9][c:10]([O:14][c:15]2[c:16]([C:21](=[O:22])[N:23]3[CH2:24][CH2:25][N:26]([CH:33]4[CH2:34][CH2:35]4)[c:27]4[cH:28][cH:29][cH:30][cH:31][c:32]43)[cH:17][n:18][cH:19][cH:20]2)[c:11]([Cl:13])[cH:12]1)=[O:37].[CH3:39][O:40][C:41]([CH2:42][CH2:43][CH:44]([CH2:45][CH2:46][C:47](=[O:48])[O:49][CH3:50])[NH2:51])=[O:52].[CH3:59][CH2:60][CH2:61][CH2:62][CH2:63][CH2:64][CH3:65]>>[NH:5]([C:6]([c:7]1[c:8]([Cl:36])[cH:9][c:10]([O:14][c:15]2[c:16]([C:21](=[O:22])[N:23]3[CH2:24][CH2:25][N:26]([CH:33]4[CH2:34][CH2:35]4)[c:27]4[cH:28][cH:29][cH:30][cH:31][c:32]43)[cH:17][n:18][cH:19][cH:20]2)[c:11]([Cl:13])[cH:12]1)=[O:37])[CH:44]([CH2:43][CH2:42][C:41]([O:40][CH3:39])=[O:52])[CH2:45][CH2:46][C:47](=[O:48])[O:49][CH3:50].